From a dataset of the Open Reaction Database (ORD), a public repository of structured organic reaction records. describe an organic reaction: reactants, conditions, products, and yield The reactants are Brc1ccc2[nH]ccc2c1, CN1CCCC1=O, N#C[Cu]. Product: N#Cc1ccc2[nH]ccc2c1. Reaction SMILES: [Br:4][c:5]1[cH:6][c:7]2[cH:8][cH:9][nH:10][c:11]2[cH:12][cH:13]1.[CH3:14][N:15]1[C:16](=[O:17])[CH2:18][CH2:19][CH2:20]1.[Cu:1][C:2]#[N:3]>>[C:2](#[N:3])[c:5]1[cH:6][c:7]2[cH:8][cH:9][nH:10][c:11]2[cH:12][cH:13]1.